The task is: describe an organic reaction: reactants, conditions, products, and yield. This data is from the Open Reaction Database (ORD), a public repository of structured organic reaction records. Reactants: [NH4+], C1COCCO1, [OH-], COC(=O)c1cc(C)ccc1O. Yields the product Cc1ccc(O)c(C(N)=O)c1. RXN SMILES: [NH4+:13].[O:15]1[CH2:16][CH2:17][O:18][CH2:19][CH2:20]1.[OH-:14].[OH:1][c:2]1[c:3]([C:4](=[O:5])[O:6][CH3:7])[cH:8][c:9]([CH3:12])[cH:10][cH:11]1>>[OH:1][c:2]1[c:3]([C:4](=[O:5])[NH2:13])[cH:8][c:9]([CH3:12])[cH:10][cH:11]1. The reactants are COC(=O)NC(C(=O)O)C(c1ccccc1)c1ccccc1, CC(C)CN(C(CO)CCCCN)S(=O)(=O)c1ccc(N)c(Cl)c1. Product: COC(=O)NC(C(=O)NCCCCC(CO)N(CC(C)C)S(=O)(=O)c1ccc(N)c(Cl)c1)C(c1ccccc1)c1ccccc1. RXN SMILES: [CH3:25][O:26][C:27](=[O:28])[NH:29][CH:30]([C:31](=[O:32])[OH:33])[CH:34]([c:35]1[cH:36][cH:37][cH:38][cH:39][cH:40]1)[c:41]1[cH:42][cH:43][cH:44][cH:45][cH:46]1.[NH2:1][c:2]1[c:3]([Cl:24])[cH:4][c:5]([S:8](=[O:9])(=[O:10])[N:11]([CH2:12][CH:13]([CH3:14])[CH3:15])[CH:16]([CH2:17][CH2:18][CH2:19][CH2:20][NH2:21])[CH2:22][OH:23])[cH:6][cH:7]1>>[NH2:1][c:2]1[c:3]([Cl:24])[cH:4][c:5]([S:8](=[O:9])(=[O:10])[N:11]([CH2:12][CH:13]([CH3:14])[CH3:15])[CH:16]([CH2:17][CH2:18][CH2:19][CH2:20][NH:21][C:31]([CH:30]([NH:29][C:27]([O:26][CH3:25])=[O:28])[CH:34]([c:35]2[cH:36][cH:37][cH:38][cH:39][cH:40]2)[c:41]2[cH:42][cH:43][cH:44][cH:45][cH:46]2)=[O:32])[CH2:22][OH:23])[cH:6][cH:7]1. Starting materials: CC1=NC2=C(C(O1)=O)C=C(C=C2)C (2,6-dimethyl-4H-3,1-benzoxazin-4-one), Grignard reagent, BrC1=C(C=CC=C1)Cl (2-bromochlorobenzene), [Mg] (magnesium), Cl (hydrochloric acid). The solvent is CCOCC (ether), CCOCC (ether). The product is C(C)(=O)NC1=C(C(=O)C2=C(C=CC=C2)Cl)C=C(C=C1)C (2-Acetamido-5-methyl-2'-chlorobenzophenone). As a reaction SMILES: Br[C:2]1[CH:7]=[CH:6][CH:5]=[CH:4][C:3]=1[Cl:8].[Mg].[CH3:10][C:11]1[O:16][C:15](=[O:17])[C:14]2[CH:18]=[C:19]([CH3:22])[CH:20]=[CH:21][C:13]=2[N:12]=1.Cl>CCOCC>[C:11]([NH:12][C:13]1[CH:21]=[CH:20][C:19]([CH3:22])=[CH:18][C:14]=1[C:15]([C:2]1[CH:7]=[CH:6][CH:5]=[CH:4][C:3]=1[Cl:8])=[O:17])(=[O:16])[CH3:10]. Reported procedure: The Grignard reagent prepared from 312.5 g (1.63 mol) of 2-bromochlorobenzene and 39.6 g (1.63 mol) of magnesium in 1.2 liters of anhydrous ether is added dropwise, in 2.5 hours, to a stirred solution of 270 g (1.54 mol) of 2,6-dimethyl-4H-3,1-benzoxazin-4-one in 4 liters of absolute ether at room temperature. The mixture is then allowed to react for a further 2 hours at the same temperature. While cooling in ice, the mixture is cautiously hydrolysed with 2N hydrochloric acid and then the aqueou... Run at time 31 hour. Isolated yield 100.7%. Yields the product COC1=C(C=CC(=C1)CN)C1=CC=CC=C1 (2-Methoxybiphenyl-4-ylmethylamine). As a reaction SMILES: [CH3:1][O:2][C:3]1[CH:8]=[C:7]([CH2:9][N:10]2C(=O)C3=CC=CC=C3C2=O)[CH:6]=[CH:5][C:4]=1[C:21]1[CH:26]=[CH:25][CH:24]=[CH:23][CH:22]=1.C(O)C>C(Cl)(Cl)Cl>[CH3:1][O:2][C:3]1[CH:8]=[C:7]([CH2:9][NH2:10])[CH:6]=[CH:5][C:4]=1[C:21]1[CH:26]=[CH:25][CH:24]=[CH:23][CH:22]=1. Reactants: COC1=C(C=CC(=C1)CN1C(C=2C(C1=O)=CC=CC2)=O)C2=CC=CC=C2 (N-(2-methoxybiphenyl-4-ylmethyl)-phthalimide), C(C)O (ethanol). Solvent: C(Cl)(Cl)Cl (chloroform). Procedure: To a solution of N-(2-methoxybiphenyl-4-ylmethyl)-phthalimide (0.414 g) in chloroform (5.0 mL) was added dropwise a mixture of hydrazinemonohydrate (0.241 g) and ethanol (1.0 mL), and the resulting mixture was stirred at room temperature for 31 hours. The insoluble material was filtered out, and the filtrate was partitioned between dichloromethane (40 mL) and water (15 mL). The organic layer was washed with brine (10 mL), dried over anhydrous sodium sulfate and concentrated under reduced pressur... Starting materials: NC=1C=C(C=C2C=C(NC12)C(=O)OCC)OCCOC (ethyl 7-amino-5-(2-methoxyethoxy)-1H-indole-2-carboxylate), S1C(=CC=C1)S(=O)(=O)Cl (thiophene-2-sulfonyl chloride). Run in N1=CC=CC=C1 (pyridine). Reaction conditions: time 15 hour. Yields the product COCCOC=1C=C2C=C(NC2=C(C1)NS(=O)(=O)C=1SC=CC1)C(=O)OCC (ethyl 5-(2-methoxyethoxy)-7-[(2-thienylsulfonyl)amino]-1H-indole-2-carboxylate). Yield: 53.1%. Reaction SMILES: [NH2:1][C:2]1[CH:3]=[C:4]([O:16][CH2:17][CH2:18][O:19][CH3:20])[CH:5]=[C:6]2[C:10]=1[NH:9][C:8]([C:11]([O:13][CH2:14][CH3:15])=[O:12])=[CH:7]2.[S:21]1[CH:25]=[CH:24][CH:23]=[C:22]1[S:26](Cl)(=[O:28])=[O:27]>N1C=CC=CC=1>[CH3:20][O:19][CH2:18][CH2:17][O:16][C:4]1[CH:5]=[C:6]2[C:10](=[C:2]([NH:1][S:26]([C:22]3[S:21][CH:25]=[CH:24][CH:23]=3)(=[O:28])=[O:27])[CH:3]=1)[NH:9][C:8]([C:11]([O:13][CH2:14][CH3:15])=[O:12])=[CH:7]2. Procedure details: To a mixture of ethyl 7-amino-5-(2-methoxyethoxy)-1H-indole-2-carboxylate (2.00 g) and pyridine (30 mL) was added thiophene-2-sulfonyl chloride (1.57 g) at 0° C., and the mixture was stirred at room temperature for 15 hr. The reaction mixture was concentrated, aqueous citric acid solution was added to the residue, and the mixture was extracted with ethyl acetate. The ethyl acetate layer was washed with saturated brine, dried (MgSO4), and concentrated. The obtained residue was subjected to silica... The reactants are CCC(C(=O)[O-])c1c(Cl)cnc(NCC(F)(F)c2ccccn2)c1F, CO, Cl, [Li+], [OH-]. Product: O=C(O)Cc1c(Cl)cnc(NCC(F)(F)c2ccccn2)c1F. As a reaction SMILES: [CH2:1]([CH3:2])[CH:3]([C:4](=[O:5])[O-:6])[c:7]1[c:8]([F:25])[c:9]([NH:14][CH2:15][C:16]([c:17]2[n:18][cH:19][cH:20][cH:21][cH:22]2)([F:23])[F:24])[n:10][cH:11][c:12]1[Cl:13].[CH3:29][OH:30].[ClH:28].[Li+:27].[OH-:26]>>[CH2:3]([C:4](=[O:5])[OH:6])[c:7]1[c:8]([F:25])[c:9]([NH:14][CH2:15][C:16]([c:17]2[n:18][cH:19][cH:20][cH:21][cH:22]2)([F:23])[F:24])[n:10][cH:11][c:12]1[Cl:13]. Starting materials: C(C)OC(CC1=CC=C(C=C1)[N+](=O)[O-])=O (4-nitrophenylacetic acid ethyl ester), ClC=1C(C(=C(C(C1Cl)=O)C#N)C#N)=O (2,3-dichloro-5,6-dicyano-1,4-benzoquinone), C(C)[Mg]Cl (ethyl magnesium chloride), C(C)[Mg]Cl (ethyl magnesium chloride), O (water). Solvent: O1CCCC1 (tetrahydrofuran), O1CCCC1 (tetrahydrofuran), O1CCCC1 (tetrahydrofuran). Reaction conditions: time 30 minute. The product is C(C)OC(CC1=CC(=C(C=C1)[N+](=O)[O-])CC)=O (3-Ethyl-4-nitrophenylacetic acid ethyl ester). RXN SMILES: [CH2:1]([O:3][C:4](=[O:15])[CH2:5][C:6]1[CH:11]=[CH:10][C:9]([N+:12]([O-:14])=[O:13])=[CH:8][CH:7]=1)[CH3:2].[CH2:16]([Mg]Cl)[CH3:17].ClC1C(=O)C(C#N)=C(C#N)C(=O)C=1Cl.O>O1CCCC1>[CH2:1]([O:3][C:4](=[O:15])[CH2:5][C:6]1[CH:11]=[CH:10][C:9]([N+:12]([O-:14])=[O:13])=[C:8]([CH2:16][CH3:17])[CH:7]=1)[CH3:2]. Procedure details: To a solution of 4-nitrophenylacetic acid ethyl ester (1.63 g) in tetrahydrofuran (100 mL) was dropwise added 2M ethyl magnesium chloride in tetrahydrofuran (3 mL) at −15° C. under argon atmosphere, and the mixture was stirred at the same temperature for 30 minutes. After further dropwise addition of 2M ethyl magnesium chloride in tetrahydrofuran (3 mL), the mixture was stirred at −15° C. for one hour, and 2,3-dichloro-5,6-dicyano-1,4-benzoquinone (3.0 g) was added thereto at the same temperatur... The reactants are CC(C)(C)OC(=O)N1CCC(N)C1, CC(=O)O[BH-](OC(C)=O)OC(C)=O, O=Cc1ccc(Cl)cc1Cl, ClCCCl, ClCCl, [Na+]. The product is CC(C)(C)OC(=O)N1CCC(NCc2ccc(Cl)cc2Cl)C1. Reaction SMILES: [C:15]([CH3:16])([CH3:17])([CH3:18])[O:19][C:20](=[O:21])[N:22]1[CH2:23][CH:24]([NH2:27])[CH2:25][CH2:26]1.[C:1]([O:2][BH-:3]([O:4][C:5](=[O:6])[CH3:7])[O:8][C:9](=[O:10])[CH3:11])(=[O:12])[CH3:13].[Cl:28][c:29]1[c:30]([CH:31]=[O:32])[cH:33][cH:34][c:35]([Cl:37])[cH:36]1.[Cl:38][CH2:39][CH2:40][Cl:41].[Cl:42][CH2:43][Cl:44].[Na+:14]>>[C:15]([CH3:16])([CH3:17])([CH3:18])[O:19][C:20](=[O:21])[N:22]1[CH2:23][CH:24]([NH:27][CH2:31][c:30]2[c:29]([Cl:28])[cH:36][c:35]([Cl:37])[cH:34][cH:33]2)[CH2:25][CH2:26]1.